From a dataset of the Open Reaction Database (ORD), a public repository of structured organic reaction records. describe an organic reaction: reactants, conditions, products, and yield The reagents and catalysts are [Pd] (palladium-on-charcoal). RXN SMILES: [F:1][C:2]1[C:24]([N:25]2[CH2:31][CH2:30][CH2:29][N:28]([CH3:32])[CH2:27][CH2:26]2)=[CH:23][C:5]2[NH:6][C:7]([C:9]3[C:13]([N+:14]([O-])=O)=[CH:12][N:11]([CH:17]4[CH2:22][CH2:21][CH2:20][CH2:19][O:18]4)[N:10]=3)=[N:8][C:4]=2[CH:3]=1.[H][H]>CO.[Pd]>[F:1][C:2]1[C:24]([N:25]2[CH2:31][CH2:30][CH2:29][N:28]([CH3:32])[CH2:27][CH2:26]2)=[CH:23][C:5]2[NH:6][C:7]([C:9]3[C:13]([NH2:14])=[CH:12][N:11]([CH:17]4[CH2:22][CH2:21][CH2:20][CH2:19][O:18]4)[N:10]=3)=[N:8][C:4]=2[CH:3]=1. Product: FC1=CC2=C(NC(=N2)C2=NN(C=C2N)C2OCCCC2)C=C1N1CCN(CCC1)C (3-[5-fluoro-6-(4-methylperhydro-1,4-diazepin-1-yl)-1H-benzimidazol-2-yl]-1-(tetrahydropyran-2-yl)-1H-pyrazol-4-ylamine). The solvent is CO (methanol). Procedure details: A suspension of 11.9 g of 5-fluoro-6-(4-methylperhydro-1,4-diazepin-1-yl)-2-[4-nitro-1-(tetrahydropyran-2-yl)-1H-pyrazol-3-yl]-1H-benzimidazole in 260 mL of methanol and 1.2 g of palladium-on-charcoal is hydrogenated under 1 bar of hydrogen pressure at ambient temperature for 18 hours. The reaction medium is filtered through celite and the filtrate is concentrated under reduced pressure in a rotary evaporator. 10.9 g of 3-[5-fluoro-6-(4-methylperhydro-1,4-diazepin-1-yl)-1H-benzimidazol-2-yl]-1-(... Starting materials: FC1=CC2=C(NC(=N2)C2=NN(C=C2[N+](=O)[O-])C2OCCCC2)C=C1N1CCN(CCC1)C (5-fluoro-6-(4-methylperhydro-1,4-diazepin-1-yl)-2-[4-nitro-1-(tetrahydropyran-2-yl)-1H-pyrazol-3-yl]-1H-benzimidazole), [H][H] (hydrogen). Yield: 98.2%. Reactants: O=C1CCN(S(=O)(=O)c2ccc(Br)cc2)CCN1, O=C([O-])[O-], CC(=O)[O-], COc1ccnc(CCc2nc3cc(I)cnc3[nH]2)c1, [Cl-], [K+], [K+], [K+], [Li+], C1COCCO1, O, [Pd], c1ccc(P(c2ccccc2)c2ccccc2)cc1, c1ccc(P(c2ccccc2)c2ccccc2)cc1, c1ccc(P(c2ccccc2)c2ccccc2)cc1, c1ccc(P(c2ccccc2)c2ccccc2)cc1. The product is COc1ccnc(CCc2nc3cc(-c4ccc(S(=O)(=O)N5CCNC(=O)CC5)cc4)cnc3[nH]2)c1. Reaction SMILES: [Br:1][c:2]1[cH:3][cH:4][c:5]([S:8](=[O:9])(=[O:10])[N:11]2[CH2:12][CH2:13][NH:14][C:15](=[O:18])[CH2:16][CH2:17]2)[cH:6][cH:7]1.[C:44](=[O:45])([O-:46])[O-:47].[CH3:20][C:21](=[O:22])[O-:23].[CH3:24][O:25][c:26]1[cH:27][c:28]([CH2:32][CH2:33][c:34]2[n:35][c:36]3[c:37]([n:38][cH:39][c:40]([I:42])[cH:41]3)[nH:43]2)[n:29][cH:30][cH:31]1.[Cl-:51].[K+:19].[K+:48].[K+:49].[Li+:50].[O:52]1[CH2:53][CH2:54][O:55][CH2:56][CH2:57]1.[OH2:58].[Pd:59].[c:117]1([P:118]([c:119]2[cH:120][cH:121][cH:122][cH:123][cH:124]2)[c:125]2[cH:126][cH:127][cH:128][cH:129][cH:130]2)[cH:131][cH:132][cH:133][cH:134][cH:135]1.[c:60]1([P:61]([c:62]2[cH:63][cH:64][cH:65][cH:66][cH:67]2)[c:68]2[cH:69][cH:70][cH:71][cH:72][cH:73]2)[cH:74][cH:75][cH:76][cH:77][cH:78]1.[c:79]1([P:80]([c:81]2[cH:82][cH:83][cH:84][cH:85][cH:86]2)[c:87]2[cH:88][cH:89][cH:90][cH:91][cH:92]2)[cH:93][cH:94][cH:95][cH:96][cH:97]1.[c:98]1([P:99]([c:100]2[cH:101][cH:102][cH:103][cH:104][cH:105]2)[c:106]2[cH:107][cH:108][cH:109][cH:110][cH:111]2)[cH:112][cH:113][cH:114][cH:115][cH:116]1>>[c:2]1(-[c:40]2[cH:39][n:38][c:37]3[c:36]([n:35][c:34]([CH2:33][CH2:32][c:28]4[cH:27][c:26]([O:25][CH3:24])[cH:31][cH:30][n:29]4)[nH:43]3)[cH:41]2)[cH:3][cH:4][c:5]([S:8](=[O:9])(=[O:10])[N:11]2[CH2:12][CH2:13][NH:14][C:15](=[O:18])[CH2:16][CH2:17]2)[cH:6][cH:7]1. The reactants are ClC1=NC=CN=C1 (2-chloropyrazine), CC(C)(C)CN(C([O-])=O)CCN1N=CC(=C1)C=1C=C2[C@@H](C[C@@H](N(C2=CC1)C(C)=O)C)N (1,1-dimethylethyl[2-(4-{(2S,4R)-1-acetyl-2-methyl-4-amino-1,2,3,4-tetrahydro-6-quinolinyl}-1H-pyrazol-1-yl)ethyl]methylcarbamate), intermediate 55, C1(CCCCC1)P(C1=C(C=CC=C1)C=1C(=CC=CC1)N(C)C)C1CCCCC1 (2′-(dicyclohexylphosphino)-N,N-dimethylbiphenyl-2-amine), CC(C)([O-])C.[Na+] (sodium tert-butoxide). Reagents/catalysts: C=1C=CC(=CC1)/C=C/C(=O)/C=C/C2=CC=CC=C2.C=1C=CC(=CC1)/C=C/C(=O)/C=C/C2=CC=CC=C2.C=1C=CC(=CC1)/C=C/C(=O)/C=C/C2=CC=CC=C2.[Pd].[Pd] (tris(dibenzylideneacetone)dipalladium(0)). The solvent is O1CCOCC1 (1,4-dioxane). Reaction conditions: temperature 110 celsius, time 16 hour. The product is C(C)(=O)N1[C@H](C[C@H](C2=CC(=CC=C12)C=1C=NN(C1)CCN(C(OC(C)(C)C)=O)C)NC1=NC=CN=C1)C (1,1-dimethylethyl (2-{4-[(2S,4R)-1-acetyl-2-methyl-4-(2-pyrazinylamino)-1,2,3,4-tetrahydro-6-quinolinyl]-1H-pyrazol-1-yl}ethyl)methylcarbamate). The yield is 56.9%. As a reaction SMILES: Cl[C:2]1[CH:7]=[N:6][CH:5]=[CH:4][N:3]=1.CC([CH2:12][N:13]([CH2:17][CH2:18][N:19]1[CH:23]=[C:22]([C:24]2[CH:25]=[C:26]3[C:31](=[CH:32][CH:33]=2)[N:30]([C:34](=[O:36])[CH3:35])[C@@H:29]([CH3:37])[CH2:28][C@H:27]3[NH2:38])[CH:21]=[N:20]1)[C:14](=[O:16])[O-:15])(C)C.C1(P(C2CCCCC2)[C:46]2C=CC=[CH:48][C:47]=2[C:52]2C(N(C)C)=CC=CC=2)CCCCC1.CC(C)([O-])C.[Na+]>O1CCOCC1.C1C=CC(/C=C/C(/C=C/C2C=CC=CC=2)=O)=CC=1.C1C=CC(/C=C/C(/C=C/C2C=CC=CC=2)=O)=CC=1.C1C=CC(/C=C/C(/C=C/C2C=CC=CC=2)=O)=CC=1.[Pd].[Pd]>[C:34]([N:30]1[C:31]2[C:26](=[CH:25][C:24]([C:22]3[CH:21]=[N:20][N:19]([CH2:18][CH2:17][N:13]([CH3:12])[C:14](=[O:16])[O:15][C:47]([CH3:52])([CH3:48])[CH3:46])[CH:23]=3)=[CH:33][CH:32]=2)[C@H:27]([NH:38][C:2]2[CH:7]=[N:6][CH:5]=[CH:4][N:3]=2)[CH2:28][C@@H:29]1[CH3:37])(=[O:36])[CH3:35] |f:3.4,6.7.8.9.10|. Procedure details: A flask was charged with 2-chloropyrazine (138 mg, 1.209 mmol) and treated at room temperature under nitrogen with a solution of 1,1-dimethylethyl[2-(4-{(2S,4R)-1-acetyl-2-methyl-4-amino-1,2,3,4-tetrahydro-6-quinolinyl}-1H-pyrazol-1-yl)ethyl]methylcarbamate (for a preparation see intermediate 55) (250 mg, 0.605 mmol) in 1,4-dioxane (5 mL). 2′-(dicyclohexylphosphino)-N,N-dimethylbiphenyl-2-amine (DavePhos) (47.6 mg, 0.121 mmol), sodium tert-butoxide (116 mg, 1.209 mmol) and tris(dibenzylideneacet... The reactants are ClC=1C=C(C(=O)OO)C=CC1 (3-Chloroperoxybenzoic acid), C(C(C)C)OC(=O)N(S(=O)(=O)C=1C(=NC=CC1)C1=CC=C(C=C1)CC(=C)C)C1=NC=C(N=C1OC)C (N-(isobutoxycarbonyl)-N-(3-methoxy-5-methylpyrazin-2-yl)-2-[4-(2-methylprop-2-enyl)phenyl]pyridine-3-sulphonamide). Reaction conditions: time 1 hour. The product is O1C(CC2=CC=C(C=C2)C2=NC=CC=C2S(=O)(=O)N(C2=NC=C(N=C2OC)C)C(=O)OCC(C)C)(C1)C (2-[4-(2,3-epoxy-2-methylpropyl)phenyl]-N-(isobutoxycarbonyl)-N-(3-methoxy-5-methylpyrazin-2-yl)pyridine-3-sulphonamide). The yield is 8.6%. Reaction SMILES: ClC1C=C(C=CC=1)C(OO)=[O:6].[CH2:12]([O:16][C:17]([N:19]([C:39]1[C:44]([O:45][CH3:46])=[N:43][C:42]([CH3:47])=[CH:41][N:40]=1)[S:20]([C:23]1[C:24]([C:29]2[CH:34]=[CH:33][C:32]([CH2:35][C:36]([CH3:38])=[CH2:37])=[CH:31][CH:30]=2)=[N:25][CH:26]=[CH:27][CH:28]=1)(=[O:22])=[O:21])=[O:18])[CH:13]([CH3:15])[CH3:14]>>[O:6]1[CH2:37][C:36]1([CH3:38])[CH2:35][C:32]1[CH:33]=[CH:34][C:29]([C:24]2[C:23]([S:20]([N:19]([C:17]([O:16][CH2:12][CH:13]([CH3:14])[CH3:15])=[O:18])[C:39]3[C:44]([O:45][CH3:46])=[N:43][C:42]([CH3:47])=[CH:41][N:40]=3)(=[O:22])=[O:21])=[CH:28][CH:27]=[CH:26][N:25]=2)=[CH:30][CH:31]=1. Procedure: 3-Chloroperoxybenzoic acid (50%, 2.4 g) was added over 5 minutes to a solution of N-(isobutoxycarbonyl)-N-(3-methoxy-5-methylpyrazin-2-yl)-2-[4-(2-methylprop-2-enyl)phenyl]pyridine-3-sulphonamide (1.8 g) in dichloromethanc (75 ml) at 0° C. The reaction mixture was allowed to warm to ambient temperature and stirred a further 1 hour. The mixture was washed with saturated aqueous sodium hydrogen carbonate solution (20 ml), water and saturated sodium chloride solution then dried (MgSO4). Volatile ma... Reactants: resultant mixture, C(C)(=O)OC1=CC(=C(C(=O)O)C=C1)F (4-acetoxy-2-fluorobenzoic acid), S(=O)(Cl)Cl (thionyl chloride), N1=CC=CC=C1 (pyridine), CC(CCCCCC)O (2-octanol). Solvent: CCOCC (ether). Yields the product C(C)(=O)OC1=CC(=C(C=C1)C(=O)OC(CCCCCC)C)F (4-acetoxy-2-fluoro-1-(1-methylheptyloxycarbonyl)benzene). Reaction SMILES: [C:1]([O:4][C:5]1[CH:13]=[CH:12][C:8]([C:9]([OH:11])=[O:10])=[C:7]([F:14])[CH:6]=1)(=[O:3])[CH3:2].S(Cl)(Cl)=O.N1C=CC=CC=1.[CH3:25][CH:26](O)[CH2:27][CH2:28][CH2:29][CH2:30][CH2:31][CH3:32]>CCOCC>[C:1]([O:4][C:5]1[CH:13]=[CH:12][C:8]([C:9]([O:11][CH:26]([CH3:25])[CH2:27][CH2:28][CH2:29][CH2:30][CH2:31][CH3:32])=[O:10])=[C:7]([F:14])[CH:6]=1)(=[O:3])[CH3:2]. Procedure: To 10.8 g (0.06 mol) of 4-acetoxy-2-fluorobenzoic acid was added 60 ml of thionyl chloride, and the mixture was allowed to react under reflux for 7 hours. Then, excess thionyl chloride was distilled off, and 10 ml of pyridine and 5.3 g (0.0402 mol) of 2-octanol were added dropwise. The resultant mixture was stirred at room temperature for a whole day, and then diluted with 200 ml of ether. An organic layer was washed with dilute hydrochloric acid, with a 1N sodium hydroxide aqueous solution and ...